Dataset: the Open Reaction Database (ORD), a public repository of structured organic reaction records. Task: describe an organic reaction: reactants, conditions, products, and yield The reactants are [OH-].[Na+] (sodium hydroxide), C(N)(=O)N(C1=CC=C(C=C1)Cl)CCCOC1=CC=C(C(=O)OC)C=C1 (Methyl 4-[3-[N-carbamoyl-N-(4-chlorophenyl)amino]propoxy]benzoate), Cl (hydrochloric acid). The solvent is O (water), O1CCOCC1 (dioxane). Conditions: time 22 hour. Yields the product C(N)(=O)N(C1=CC=C(C=C1)Cl)CCCOC1=CC=C(C(=O)O)C=C1 (4-[3-[N-Carbamoyl-N-(4-chlorophenyl)amino]propoxy}benzoic acid). Isolated yield 88.1%. Reaction SMILES: [C:1]([N:4]([CH2:12][CH2:13][CH2:14][O:15][C:16]1[CH:25]=[CH:24][C:19]([C:20]([O:22]C)=[O:21])=[CH:18][CH:17]=1)[C:5]1[CH:10]=[CH:9][C:8]([Cl:11])=[CH:7][CH:6]=1)(=[O:3])[NH2:2].[OH-].[Na+].Cl>O1CCOCC1.O>[C:1]([N:4]([CH2:12][CH2:13][CH2:14][O:15][C:16]1[CH:25]=[CH:24][C:19]([C:20]([OH:22])=[O:21])=[CH:18][CH:17]=1)[C:5]1[CH:6]=[CH:7][C:8]([Cl:11])=[CH:9][CH:10]=1)(=[O:3])[NH2:2] |f:1.2|. Procedure: Methyl 4-[3-[N-carbamoyl-N-(4-chlorophenyl)amino]propoxy]benzoate (1.5 g) was dissolved in dioxane (30 ml), and thereto was added a solution of sodium hydroxide (0.33 g) in water (6 ml), and the mixture was stirred at room temperature for 22 hours. The reaction mixture was neutralized with conc. hydrochloric acid (0.7 ml), and the mixrure was concentrated under reduced pressure. The residue was crushed in aqueous methanol, and collected by filtration to give the desired product (1.27 g). mp. 172... Reactants: C1COCCO1, OCCOCC=C1c2ccccc2CCc2ccccc21. Yields the product OCCOCCC1c2ccccc2CCc2ccccc21. RXN SMILES: [O:22]1[CH2:23][CH2:24][O:25][CH2:26][CH2:27]1.[OH:1][CH2:2][CH2:3][O:4][CH2:5][CH:6]=[C:7]1[c:8]2[c:9]([cH:18][cH:19][cH:20][cH:21]2)[CH2:10][CH2:11][c:12]2[c:13]1[cH:14][cH:15][cH:16][cH:17]2>>[OH:1][CH2:2][CH2:3][O:4][CH2:5][CH2:6][CH:7]1[c:8]2[c:9]([cH:18][cH:19][cH:20][cH:21]2)[CH2:10][CH2:11][c:12]2[c:13]1[cH:14][cH:15][cH:16][cH:17]2.